This data is from the Open Reaction Database (ORD), a public repository of structured organic reaction records. The task is: describe an organic reaction: reactants, conditions, products, and yield Reactants: ClC1=C(C=CC=C1)C=1OC2=C(C(=CC(=C2C(C1)=O)OC)OC)[C@H]1[C@@H](N(CC1)CCC)COC(C)=O ((±)-trans-Acetic acid 3-[2-(2-chloro-phenyl)-5,7-dimethoxy-4-oxo-4H-chromen-8-yl]-1-propyl-pyrrolidin-2-ylmethyl ester), [OH-].[Na+] (NaOH). Solvent: CO (methanol). Product: ClC1=C(C=CC=C1)C=1OC2=C(C(=CC(=C2C(C1)=O)OC)OC)[C@H]1[C@@H](N(CC1)CCC)CO ((±)-trans-2-(2-Chloro-phenyl)-8-(2-hydroxymethyl-1-propyl-pyrrolidin-3-yl)-5,7-dimethoxy-chromen-4-one). Reaction SMILES: [Cl:1][C:2]1[CH:7]=[CH:6][CH:5]=[CH:4][C:3]=1[C:8]1[O:9][C:10]2[C:15]([C:16](=[O:18])[CH:17]=1)=[C:14]([O:19][CH3:20])[CH:13]=[C:12]([O:21][CH3:22])[C:11]=2[C@@H:23]1[CH2:27][CH2:26][N:25]([CH2:28][CH2:29][CH3:30])[C@H:24]1[CH2:31][O:32]C(=O)C.[OH-].[Na+]>CO>[Cl:1][C:2]1[CH:7]=[CH:6][CH:5]=[CH:4][C:3]=1[C:8]1[O:9][C:10]2[C:15]([C:16](=[O:18])[CH:17]=1)=[C:14]([O:19][CH3:20])[CH:13]=[C:12]([O:21][CH3:22])[C:11]=2[C@@H:23]1[CH2:27][CH2:26][N:25]([CH2:28][CH2:29][CH3:30])[C@H:24]1[CH2:31][OH:32] |f:1.2|. Procedure: Compound of example 130 (0.2 g, 0.04 mmol) in methanol (5 mL) was subjected to hydrolysis using a 10% NaOH solution (5 mL) according to the procedure in example 4 to get the title compound. Starting materials: [BH3-]C#N.[Na+] (NaCNBH3), COC1=CC=C2CCC(CC2=C1)=O (7-Methoxy-2-tetralone), C(C)(=O)O (acetic acid), C(CC)N (Propyl amine). Solvent: CO (MeOH), ClC(C)Cl (dichloroethane). Reaction conditions: temperature 0 celsius, time 30 minute. The product is COC1=CC=C2CCC(CC2=C1)NCCC ((7-Methoxy-1,2,3,4-tetrahydro-naphthalen-2-yl)-propyl-amine). Reaction SMILES: [CH3:1][O:2][C:3]1[CH:12]=[C:11]2[C:6]([CH2:7][CH2:8][C:9](=O)[CH2:10]2)=[CH:5][CH:4]=1.C(O)(=O)C.[CH2:18]([NH2:21])[CH2:19][CH3:20].[BH3-]C#N.[Na+]>ClC(Cl)C.CO>[CH3:1][O:2][C:3]1[CH:12]=[C:11]2[C:6]([CH2:7][CH2:8][CH:9]([NH:21][CH2:18][CH2:19][CH3:20])[CH2:10]2)=[CH:5][CH:4]=1 |f:3.4|. Reported procedure: 7-Methoxy-2-tetralone (6.21 g, 35.2 mmol) and acetic acid (5.3 ml, 105.6 mmol) were dissolved in dichloroethane (100 ml) and cooled to 0° C. Propyl amine (5.7 ml, 70.4 mmol) was added and the mixture was stirred under a N2 atmosphere for 30 min. NaCNBH3 (5.5 g, 80.8 mmol) in anhydrous MeOH (15 ml) was then added to the mixture and allowed to stir overnight at ambient temperature. The volatiles were then evaporated and the mixture was partioned between ethyl acetate and 1 M NaOH. The organic laye... The reactants are [N+](=O)([O-])C1=CC=C(O1)C1=NN(C=C1C=O)C1=NC=CC=C1 (3-(5-nitro-2-furyl)-1-(2-pyridyl)pyrazole-4-carboxaldehyde), C(C)OC(NN)=O (ethylcarbazate). Reagents/catalysts: C(C)(=O)O (acetic acid). The solvent is C(C)O (ethanol). Yields the product C(C)OC(=O)NN=CC=1C(=NN(C1)C1=NC=CC=C1)C=1OC(=CC1)[N+](=O)[O-] (3-(5-nitro-2-furyl)-1-(2-pyridyl)pyrazole-4-carboxaldehyde-ethoxycarbonylhydrazone). Isolated yield 97.0%. Reaction SMILES: [N+:1]([C:4]1[O:8][C:7]([C:9]2[C:13]([CH:14]=O)=[CH:12][N:11]([C:16]3[CH:21]=[CH:20][CH:19]=[CH:18][N:17]=3)[N:10]=2)=[CH:6][CH:5]=1)([O-:3])=[O:2].[CH2:22]([O:24][C:25](=[O:28])[NH:26][NH2:27])[CH3:23]>C(O)(=O)C.C(O)C>[CH2:22]([O:24][C:25]([NH:26][N:27]=[CH:14][C:13]1[C:9]([C:7]2[O:8][C:4]([N+:1]([O-:3])=[O:2])=[CH:5][CH:6]=2)=[N:10][N:11]([C:16]2[CH:21]=[CH:20][CH:19]=[CH:18][N:17]=2)[CH:12]=1)=[O:28])[CH3:23]. Procedure details: Heat 0.6 g of 3-(5-nitro-2-furyl)-1-(2-pyridyl)pyrazole-4-carboxaldehyde together with 0.27 g of ethylcarbazate and 2 drops of glacial acetic acid in 8 ml of ethanol for 1.5 hours at boiling point. Cool the resulting product for a 97% yield of 3-(5-nitro-2-furyl)-1-(2-pyridyl)pyrazole-4-carboxaldehyde-ethoxycarbonylhydrazone [m.p. 215° to 216° C (with decomposition) from toluene]. Starting materials: CCOc1nc(N2CCN(C=O)CC2)nc(N2CCS(=O)CC2)c1[N+](=O)[O-], CO, [Na+], [OH-], O. Yields the product CCOc1nc(N2CCNCC2)nc(N2CCS(=O)CC2)c1[N+](=O)[O-]. RXN SMILES: [CH2:1]([CH3:2])[O:3][c:4]1[c:5]([N+:25](=[O:26])[O-:27])[c:6]([N:18]2[CH2:19][CH2:20][S:21](=[O:24])[CH2:22][CH2:23]2)[n:7][c:8]([N:10]2[CH2:11][CH2:12][N:13]([CH:16]=[O:17])[CH2:14][CH2:15]2)[n:9]1.[CH3:31][OH:32].[Na+:29].[OH-:28].[OH2:30]>>[CH2:1]([CH3:2])[O:3][c:4]1[c:5]([N+:25](=[O:26])[O-:27])[c:6]([N:18]2[CH2:19][CH2:20][S:21](=[O:24])[CH2:22][CH2:23]2)[n:7][c:8]([N:10]2[CH2:11][CH2:12][NH:13][CH2:14][CH2:15]2)[n:9]1. The reactants are C(#N)C(CCC(=O)O)(C(C)C)C1=CC(=C(C=C1)OC)OC (4-cyano-4-(3,4-dimethoxy-phenyl)-5-methyl hexanoic acid), CNCCC1=CC=CC=C1 (N-methylphenethylamine), [N+](=O)([O-])C=1C=C(C=CC1)B(O)O (3-nitrophenylboronic acid). Solvent: C1(=CC=CC=C1)C (toluene). The product is C(#N)C(CCC(=O)N(CCC1=CC=CC=C1)C)(C(C)C)C1=CC(=C(C=C1)OC)OC (4-cyano-4-(3,4-dimethoxyphenyl)-5,N-dimethyl-N-(2-phenylethyl) hexanamide). RXN SMILES: [C:1]([C:3]([C:12]1[CH:17]=[CH:16][C:15]([O:18][CH3:19])=[C:14]([O:20][CH3:21])[CH:13]=1)([CH:9]([CH3:11])[CH3:10])[CH2:4][CH2:5][C:6]([OH:8])=O)#[N:2].[CH3:22][NH:23][CH2:24][CH2:25][C:26]1[CH:31]=[CH:30][CH:29]=[CH:28][CH:27]=1.[N+](C1C=C(B(O)O)C=CC=1)([O-])=O>C1(C)C=CC=CC=1>[C:1]([C:3]([C:12]1[CH:17]=[CH:16][C:15]([O:18][CH3:19])=[C:14]([O:20][CH3:21])[CH:13]=1)([CH:9]([CH3:11])[CH3:10])[CH2:4][CH2:5][C:6]([N:23]([CH3:22])[CH2:24][CH2:25][C:26]1[CH:31]=[CH:30][CH:29]=[CH:28][CH:27]=1)=[O:8])#[N:2]. Procedure: 5.0 g of 4-cyano-4-(3,4-dimethoxy-phenyl)-5-methyl hexanoic acid (0.0172 mol) and 2.32 g, 2.50 ml of N-methylphenethylamine (0.0172 mol) in the presence of 30 mg of 3-nitrophenylboronic acid (~1 mol %) were set to reflux in 80 mls of toluene. The formed water was removed by use of Dean and Stark apparatus. After overnight heating GC/MS analysis indicated complete conversion of the acid (RT=25.07 mins) to the amide (RT=38.33 mins, m/z 408). After allowing to cool, the toluene solution was washed ... Reactants: N(=[N+]=[N-])C(CC[C@@H]1CC[C@H](CC1)N1N=C2C=C(C=CC2=C1)OCC1CC1)C (2-[trans-4-(3-azidobutyl)cyclohexyl]-6-(cyclopropylmethoxy)-2H-indazole), C1(=CC=CC=C1)P(C1=CC=CC=C1)C1=CC=CC=C1 (triphenylphosphine), O (water). The solvent is C1CCOC1 (THF). Conditions: time 3 day. Product: C1(CC1)COC=1C=CC2=CN(N=C2C1)[C@@H]1CC[C@H](CC1)CCC(C)NC(C)=O (N-(3-{trans-4-[6-(cyclopropylmethoxy)-2H-indazol-2-yl]cyclohexyl}-1-methylpropyl)acetamide). Reaction SMILES: [N:1]([CH:4]([CH3:27])[CH2:5][CH2:6][C@H:7]1[CH2:12][CH2:11][C@H:10]([N:13]2[CH:21]=[C:20]3[C:15]([CH:16]=[C:17]([O:22][CH2:23][CH:24]4[CH2:26][CH2:25]4)[CH:18]=[CH:19]3)=[N:14]2)[CH2:9][CH2:8]1)=[N+]=[N-].C1(P([C:41]2[CH:46]=CC=CC=2)C2C=CC=CC=2)C=CC=CC=1.[OH2:47]>C1COCC1>[CH:24]1([CH2:23][O:22][C:17]2[CH:18]=[CH:19][C:20]3[C:15]([CH:16]=2)=[N:14][N:13]([C@H:10]2[CH2:11][CH2:12][C@H:7]([CH2:6][CH2:5][CH:4]([NH:1][C:46](=[O:47])[CH3:41])[CH3:27])[CH2:8][CH2:9]2)[CH:21]=3)[CH2:26][CH2:25]1. Procedure details: A mixture of 2-[trans-4-(3-azidobutyl)cyclohexyl]-6-(cyclopropylmethoxy)-2H-indazole (2.45 g), triphenylphosphine (1.75 g), water (30 mL) and THF (30 mL) was stirred at room temperature for 3 days. The organic solvent was evaporated under reduced pressure, and the obtained aqueous solution was acidified with 6N hydrochloric acid (pH=1), and washed twice with diethyl ether. The aqueous solution was basified with potassium carbonate and extracted with a mixed solvent of ethyl acetate/THF (10/1). T... The reactants are CC1(OCC2=C(O1)C=CC(=C2)[C@@H]2CN(C(O2)=O)CCCCCCOCCCCC2=CC(=CC=C2)N2C(NCC2)=O)C ((5R)-5-(2,2-Dimethyl-4H-1,3-benzodioxin-6-yl)-3-(6-{4-[3-(2-oxoimidazolidin-1-yl)phenyl]butoxy}hexyl)-1,3-oxazolidin-2-one). Run in C1CCOC1 (THF). Reaction conditions: temperature 80 celsius, time 0.75 hour. The product is CC1(OCC2=C(O1)C=CC(=C2)[C@H](CNCCCCCCOCCCCC=2C=C(C=CC2)N2C(NCC2)=O)O)C (1-(3-{4-[(6-{[(2R)-2-(2,2-Dimethyl-4H-1,3-benzodioxin-6-yl)-2-hydroxyethyl]amino}hexyl)oxy]butyl}phenyl)imidazolidin-2-one). Isolated yield 36.2%. RXN SMILES: [CH3:1][C:2]1([CH3:41])[O:7][C:6]2[CH:8]=[CH:9][C:10]([C@H:12]3[O:16]C(=O)[N:14]([CH2:18][CH2:19][CH2:20][CH2:21][CH2:22][CH2:23][O:24][CH2:25][CH2:26][CH2:27][CH2:28][C:29]4[CH:34]=[CH:33][CH:32]=[C:31]([N:35]5[CH2:39][CH2:38][NH:37][C:36]5=[O:40])[CH:30]=4)[CH2:13]3)=[CH:11][C:5]=2[CH2:4][O:3]1>C1COCC1>[CH3:1][C:2]1([CH3:41])[O:7][C:6]2[CH:8]=[CH:9][C:10]([C@@H:12]([OH:16])[CH2:13][NH:14][CH2:18][CH2:19][CH2:20][CH2:21][CH2:22][CH2:23][O:24][CH2:25][CH2:26][CH2:27][CH2:28][C:29]3[CH:30]=[C:31]([N:35]4[CH2:39][CH2:38][NH:37][C:36]4=[O:40])[CH:32]=[CH:33][CH:34]=3)=[CH:11][C:5]=2[CH2:4][O:3]1. Procedure details: (5R)-5-(2,2-Dimethyl-4H-1,3-benzodioxin-6-yl)-3-(6-{4-[3-(2-oxoimidazolidin-1-yl)phenyl]butoxy}hexyl)-1,3-oxazolidin-2-one (113 mg) was stirred in THF (8 ml) while purging with a vigorous stream of nitrogen for 3 min. Potassium trimethylsilanolate (285 mg) was added and the mixture was stirred at 80° C. under nitrogen for 0.75 h. MeOH (10 ml) was added and then the solvents were removed under reduced pressure. The residue was dissolved in MeOH and applied to a silica Bond Elut cartridge (10 g) w...